describe an organic reaction: reactants, conditions, products, and yield From a dataset of the Open Reaction Database (ORD), a public repository of structured organic reaction records. Starting materials: C([O-])([O-])=O.[K+].[K+] (potassium carbonate), ICCCCCCC (1-iodoheptane), OC1CCNCC1 (4-Hydroxypiperidine). Solvent: C(C)(=O)OCC (ethyl acetate), CN(C=O)C (N,N-dimethylformamide). Conditions: time 2 hour. The product is C(CCCCCC)N1CCC(CC1)O (1-Heptyl-4-hydroxypiperidine). As a reaction SMILES: [OH:1][CH:2]1[CH2:7][CH2:6][NH:5][CH2:4][CH2:3]1.C(=O)([O-])[O-].[K+].[K+].I[CH2:15][CH2:16][CH2:17][CH2:18][CH2:19][CH2:20][CH3:21]>CN(C)C=O.C(OCC)(=O)C>[CH2:15]([N:5]1[CH2:6][CH2:7][CH:2]([OH:1])[CH2:3][CH2:4]1)[CH2:16][CH2:17][CH2:18][CH2:19][CH2:20][CH3:21] |f:1.2.3|. Procedure details: 4-Hydroxypiperidine was dissolved in N,N-dimethylformamide (20 ml) and treated with potassium carbonate (1.5 g, 10.8 mmol) and 1-iodoheptane (1.8 ml, 11.3 mmol). After stirring for 2 h the mixture was diluted with ethyl acetate, washed with water, brine, dried and evaporated. As a reaction SMILES: [CH2:1]([P:2]([O:3][CH2:4][CH3:5])(=[O:6])[O:7][CH2:8][CH3:9])[P:10]([O:11][CH2:12][CH3:13])(=[O:14])[O:15][CH2:16][CH3:17].[Cl-:21].[Cl:22][CH2:23][c:24]1[n:25][cH:26][cH:27][n:28]1[CH2:29][c:30]1[cH:31][cH:32][cH:33][cH:34][cH:35]1.[H+:20].[H-:18].[Na+:19].[O:36]1[CH2:37][CH2:38][CH2:39][CH2:40]1>>[CH:1]([P:2]([O:3][CH2:4][CH3:5])(=[O:6])[O:7][CH2:8][CH3:9])([P:10]([O:11][CH2:12][CH3:13])(=[O:14])[O:15][CH2:16][CH3:17])[CH2:23][c:24]1[n:25][cH:26][cH:27][n:28]1[CH2:29][c:30]1[cH:31][cH:32][cH:33][cH:34][cH:35]1. Yields the product CCOP(=O)(OCC)C(Cc1nccn1Cc1ccccc1)P(=O)(OCC)OCC. The reactants are CCOP(=O)(CP(=O)(OCC)OCC)OCC, [Cl-], ClCc1nccn1Cc1ccccc1, [H+], [H-], [Na+], C1CCOC1. Reactants: ClC1=C(C=NC2=CC=CC=C12)[NH-] (N-(4-chloroquinolin-3-yl)amide), ClC1=C(C=NC2=CC=CN=C12)[NH-] (N-(4-chloro[1,5]naphthyridin-3-yl)amide), Formula XXI, Cl.C(C1=CC=CC=C1)ON (O-benzylhydroxylamine hydrochloride). RXN SMILES: ClC1C2C(=CC=CC=2)[N:5]=[CH:4]C=1[NH-].Cl[C:14]1[C:23]2[C:18](=[CH:19][CH:20]=[CH:21][N:22]=2)[N:17]=[CH:16][C:15]=1[NH-:24].Cl.C(ON)C1C=CC=CC=1>>[NH:5]1[C:14]2[C:23]3[N:22]=[CH:21][CH:20]=[CH:19][C:18]=3[N:17]=[CH:16][C:15]=2[N:24]=[CH:4]1 |f:2.3|. Reported procedure: In step (2) of Reaction Scheme I, an N-(4-chloroquinolin-3-yl)amide or N-(4-chloro[1,5]naphthyridin-3-yl)amide of Formula XXI is reacted with O-benzylhydroxylamine hydrochloride to provide a benzyloxy substituted 1H-imidazo[4,5-c]quinoline or 1H-imidazo[4,5-c][1,5]naphthyridine of Formula XXII. The reaction can be carried out by combining a compound of Formula XXI and O-benzylhydroxylamine hydrochloride in an alcoholic solvent, such as isopropanol, and heating the resulting mixture. Yields the product N1C=NC=2C=NC=3C=CC=NC3C21 (1H-imidazo[4,5-c][1,5]naphthyridine), Formula XXII. Reactants: ClC1=CC=C(C=N1)CC=1C2=C(C=3CN(C(C3C1)=O)[C@@H]1[C@H](CCCC1)O)C=CC=C2 (5-[(6-chloropyridin-3-yl)methyl]-2-[(1S,2S)-2-hydroxycyclohexyl]-1,2-dihydro-3H-benzo[e]isoindol-3-one), C(=C)[B-](F)(F)F.[K+] (potassium vinyltrifluoroborate), P(=O)([O-])([O-])[O-].[K+].[K+].[K+] (potassium phosphate), C1(CCCCC1)P(C1CCCCC1)C1CCCCC1 (tricyclohexylphosphine). Reagents/catalysts: C1=CC=C(C=C1)/C=C/C(=O)/C=C/C2=CC=CC=C2.C1=CC=C(C=C1)/C=C/C(=O)/C=C/C2=CC=CC=C2.C1=CC=C(C=C1)/C=C/C(=O)/C=C/C2=CC=CC=C2.[Pd].[Pd] (tris[dibenzylideneacetone]dipalladium (0)). The solvent is O1CCOCC1 (dioxane), C([O-])(O)=O.[Na+] (sodium bicarbonate). The product is O[C@@H]1[C@H](CCCC1)N1C(C=2C=C(C3=C(C2C1)C=CC=C3)CC=3C=NC(=CC3)C=C)=O (2-[(1S,2S)-2-Hydroxycyclohexyl]-5-[(6-vinylpyridin-3-yl)methyl]-1,2-dihydro-3H-benzo[e]isoindol-3-one). As a reaction SMILES: Cl[C:2]1[N:7]=[CH:6][C:5]([CH2:8][C:9]2[C:10]3[CH:29]=[CH:28][CH:27]=[CH:26][C:11]=3[C:12]3[CH2:13][N:14]([C@H:19]4[CH2:24][CH2:23][CH2:22][CH2:21][C@@H:20]4[OH:25])[C:15](=[O:18])[C:16]=3[CH:17]=2)=[CH:4][CH:3]=1.[CH:30]([B-](F)(F)F)=[CH2:31].[K+].P([O-])([O-])([O-])=O.[K+].[K+].[K+].C1(P(C2CCCCC2)C2CCCCC2)CCCCC1>O1CCOCC1.C(=O)(O)[O-].[Na+].C1C=CC(/C=C/C(/C=C/C2C=CC=CC=2)=O)=CC=1.C1C=CC(/C=C/C(/C=C/C2C=CC=CC=2)=O)=CC=1.C1C=CC(/C=C/C(/C=C/C2C=CC=CC=2)=O)=CC=1.[Pd].[Pd]>[OH:25][C@H:20]1[CH2:21][CH2:22][CH2:23][CH2:24][C@@H:19]1[N:14]1[CH2:13][C:12]2[C:11]3[CH:26]=[CH:27][CH:28]=[CH:29][C:10]=3[C:9]([CH2:8][C:5]3[CH:6]=[N:7][C:2]([CH:30]=[CH2:31])=[CH:3][CH:4]=3)=[CH:17][C:16]=2[C:15]1=[O:18] |f:1.2,3.4.5.6,9.10,11.12.13.14.15|. Procedure: To a solution of 5-[(6-chloropyridin-3-yl)methyl]-2-[(1S,2S)-2-hydroxycyclohexyl]-1,2-dihydro-3H-benzo[e]isoindol-3-one (0.050 g, 0.12 mmol) in 1 mL of dioxane was added potassium vinyltrifluoroborate (0.033 g, 0.25 mmol), aqueous potassium phosphate (1.27 M, 0.16 mL, 0.21 mmol), tricyclohexylphosphine (0.83 mg, 0.0030 mmol), and tris[dibenzylideneacetone]dipalladium (0) (1.2 mg, 0.0012 mmol). The mixture was irradiated in a microwave reactor at 140° C. for 30 min, cooled to ambient temperature,... Starting materials: N#CC1CCS(=O)(=O)C1, N#C[Na]. The product is N#CCC(C#N)CCS(=O)[O-], [Na+]. RXN SMILES: [C:1](#[N:2])[CH:3]1[CH2:4][S:5](=[O:6])(=[O:7])[CH2:8][CH2:9]1.[Na:10][C:11]#[N:12]>>[C:1](#[N:2])[CH:3]([CH2:4][C:11]#[N:12])[CH2:9][CH2:8][S:5](=[O:6])[O-:7].[Na+:10]. Starting materials: OC1=C(C=C(C(=O)OC)C=C1)C (methyl 4-hydroxy-3-methyl-benzoate), [H-].[Na+] (sodium hydride), O1CC(C1)O (oxetan-3-ol). Run in CN(C)C=O (DMF). Reaction conditions: temperature 80 celsius. Yields the product CC=1C=C(C(=O)OC)C=CC1OC1COC1 (methyl 3-methyl-4-(oxetan-3-yloxy)benzoate). RXN SMILES: [OH:1][C:2]1[CH:11]=[CH:10][C:5]([C:6]([O:8][CH3:9])=[O:7])=[CH:4][C:3]=1[CH3:12].[H-].[Na+].[O:15]1[CH2:18][CH:17](O)[CH2:16]1>CN(C=O)C>[CH3:12][C:3]1[CH:4]=[C:5]([CH:10]=[CH:11][C:2]=1[O:1][CH:17]1[CH2:18][O:15][CH2:16]1)[C:6]([O:8][CH3:9])=[O:7] |f:1.2|. Reported procedure: To methyl 4-hydroxy-3-methyl-benzoate (498 mg, 3 mmol) was added DMF (3 mL) and sodium hydride (240 mg, 6.0 mmol) followed by oxetan-3-ol (445 mg, 6 mmol) and the reaction mixture was heated at 80° C. for 4 hours. The reaction was cooled and quenched with brine solution and extracted with EtOAc (3×10 mL). The organic layer was separated and dried over sodium sulfate and evaporated to give methyl 3-methyl-4-(oxetan-3-yloxy)benzoate. To methyl 3-methyl-4-(oxetan-3-yloxy)benzoate was added sodium h... Starting materials: C(C)(C)N1N=C(C2=CC=CC=C12)C(=O)N[C@H]1C[C@H](N(C1)C(=O)OC(C)(C)C)CNC (tert-butyl (2S,4S)-4-{[(1-isopropyl-1H-indazol-3-yl)carbonyl]amino}-2-[(methylamino)methyl]pyrrolidine-1-carboxylate), CS(=O)(=O)Cl (methanesulfonyl chloride). Product: C(C)(C)N1N=C(C2=CC=CC=C12)C(=O)N[C@H]1C[C@H](N(C1)C(=O)OC(C)(C)C)CN(S(=O)(=O)C)C (tert-Butyl (2S,4S)-4-{[(1-isopropyl-1H-indazol-3-yl)carbonyl]amino}-2-{[methyl(methylsulfonyl)amino]methyl}pyrrolidine-1-carboxylate). RXN SMILES: [CH:1]([N:4]1[C:12]2[C:7](=[CH:8][CH:9]=[CH:10][CH:11]=2)[C:6]([C:13]([NH:15][C@@H:16]2[CH2:20][N:19]([C:21]([O:23][C:24]([CH3:27])([CH3:26])[CH3:25])=[O:22])[C@H:18]([CH2:28][NH:29][CH3:30])[CH2:17]2)=[O:14])=[N:5]1)([CH3:3])[CH3:2].[CH3:31][S:32](Cl)(=[O:34])=[O:33]>>[CH:1]([N:4]1[C:12]2[C:7](=[CH:8][CH:9]=[CH:10][CH:11]=2)[C:6]([C:13]([NH:15][C@@H:16]2[CH2:20][N:19]([C:21]([O:23][C:24]([CH3:25])([CH3:27])[CH3:26])=[O:22])[C@H:18]([CH2:28][N:29]([CH3:30])[S:32]([CH3:31])(=[O:34])=[O:33])[CH2:17]2)=[O:14])=[N:5]1)([CH3:3])[CH3:2]. Procedure: The title compound was prepared according to the procedure described in step 3 of Example 17 from tert-butyl (2S,4S)-4-{[(1-isopropyl-1H-indazol-3-yl)carbonyl]amino}-2-[(methylamino)methyl]pyrrolidine-1-carboxylate (step 1 of Example 26) and methanesulfonyl chloride.